Dataset: the Open Reaction Database (ORD), a public repository of structured organic reaction records. Task: describe an organic reaction: reactants, conditions, products, and yield Starting materials: C(C)(C)NCCNC(CN1C(CCC1)=O)=O (N-[2-(isopropylamino)ethyl]-2-oxo-pyrrolidineacetamide), C[Si](C)(C)CCl (trimethylsilylmethyl chloride). The solvent is C(C)N(CC)CC (triethylamine). Reaction conditions: temperature 150 celsius, time 24 hour. Product: C(C)(C)N(CCNC(CN1C(CCC1)=O)=O)C[Si](C)(C)C (N-[2-[(isopropyl)(trimethylsilylmethyl)amino]ethyl]-2-oxo-1-pyrrolidineacetamide). Isolated yield 50.7%. RXN SMILES: [CH:1]([NH:4][CH2:5][CH2:6][NH:7][C:8](=[O:16])[CH2:9][N:10]1[CH2:14][CH2:13][CH2:12][C:11]1=[O:15])([CH3:3])[CH3:2].[CH3:17][Si:18]([CH2:21]Cl)([CH3:20])[CH3:19]>C(N(CC)CC)C>[CH:1]([N:4]([CH2:17][Si:18]([CH3:21])([CH3:20])[CH3:19])[CH2:5][CH2:6][NH:7][C:8](=[O:16])[CH2:9][N:10]1[CH2:14][CH2:13][CH2:12][C:11]1=[O:15])([CH3:3])[CH3:2]. Procedure details: A mixture of 5.00 g (22.0 mmol) of N-[2-(isopropylamino)ethyl]-2-oxo-pyrrolidineacetamide, 8.10 g (66.0 mmol) of trimethylsilylmethyl chloride, 30 ml of triethylamine and 50 ml of N,N-dimethylformaide was stirred at 150° C. for 24 hours in a shield tube. After cooled, the reaction mixture was concentrated in vacuo and chromatographed the residue on alumina column to afford 3.5 g (Yield: 51.3%) of the desired compound as colorless oil. The reactants are C(C)(C)OB1OC(C(O1)(C)C)(C)C (2-isopropoxy-4,4,5,5-tetramethyl-1,3,2-dioxaborolane), Cl (HCl), [C-]#[C-].[Li+].[Li+] (lithium acetylide), [Li]CCCC (n-BuLi). The solvent is C1CCOC1 (THF), C1CCOC1 (THF). Reaction conditions: temperature -78 celsius, time 2 hour. Yields the product CC1(OB(OC1(C)C)C#CCCC)C (4,4,5,5-tetramethyl-2-(pent-1-ynyl)-1,3,2-dioxaborolane). Reaction SMILES: [Li][CH2:2][CH2:3][CH2:4][CH3:5].C(O[B:10]1[O:14][C:13]([CH3:16])([CH3:15])[C:12]([CH3:18])([CH3:17])[O:11]1)(C)C.[C-:19]#[C-].[Li+].[Li+].Cl>C1COCC1>[CH3:16][C:13]1([CH3:15])[C:12]([CH3:17])([CH3:18])[O:11][B:10]([C:5]#[C:4][CH2:3][CH2:2][CH3:19])[O:14]1 |f:2.3.4|. Procedure details: To a stirred solution of IIc′ (5 mL, 51 mmol) in dry THF (25 mL) at −78° C. was added n-BuLi (2.5 M in n-hexane, 22.4 mL, 56 mmol). Another flask was charged with 2-isopropoxy-4,4,5,5-tetramethyl-1,3,2-dioxaborolane (10.4 mL, 51 mmol) in dry THF (50 mL) under argon atmosphere, and the reaction mixture was cooled to −78° C. The lithium acetylide from the first flask, which was cooled to −78° C., was slowly added to the second by a double-ended needle. The mixture was stirred at −78° C. for 2 hour... The product is Cc1c(C(=O)O)ccc2c1OC(CO)CO2. The reactants are [Ba+2], COC(=O)c1ccc2c(c1C)OC(CO)CO2, CO, [OH-], [OH-], O. RXN SMILES: [Ba+2:20].[CH3:1][O:2][C:3](=[O:4])[c:5]1[c:6]([CH3:17])[c:7]2[c:8]([cH:15][cH:16]1)[O:9][CH2:10][CH:11]([CH2:13][OH:14])[O:12]2.[CH3:22][OH:23].[OH-:19].[OH-:21].[OH2:18]>>[O:2]=[C:3]([OH:4])[c:5]1[c:6]([CH3:17])[c:7]2[c:8]([cH:15][cH:16]1)[O:9][CH2:10][CH:11]([CH2:13][OH:14])[O:12]2. The reactants are BrCC(=O)C1=C(C=C(C=C1F)OC)Cl (2-Bromo-1-(2-chloro-6-fluoro-4-methoxyphenyl)ethanone), NC(=S)N (thiourea). Run in CCO (EtOH). Product: ClC1=C(C(=CC(=C1)OC)F)C=1N=C(SC1)N (4-(2-Chloro-6-fluoro-4-methoxyphenyl)thiazol-2-ylamine). Yield: 42.2%. RXN SMILES: Br[CH2:2][C:3]([C:5]1[C:10]([F:11])=[CH:9][C:8]([O:12][CH3:13])=[CH:7][C:6]=1[Cl:14])=O.[NH2:15][C:16]([NH2:18])=[S:17]>CCO>[Cl:14][C:6]1[CH:7]=[C:8]([O:12][CH3:13])[CH:9]=[C:10]([F:11])[C:5]=1[C:3]1[N:15]=[C:16]([NH2:18])[S:17][CH:2]=1. Procedure: To a solution of 2-bromo-1-(2-chloro-6-fluoro-4-methoxyphenyl)ethanone (13-4, 0.80 g) and thiourea (0.27 g, 3.6 mmol) in 95% EtOH (8.0 mL) was heated at reflux for 60 min. The solution was concentrated under reduced pressure, and the residue was re-dissolved in ethyl acetate. The solution was washed with saturated aqueous NaHCO3, dried over MgSO4, and concentrated under reduced pressure. The residue was purified by column chromatography on silica gel to give 4-(2-chloro-6-fluoro-4-methoxyphenyl)... The reactants are [Br-], COc1cc2[nH]ccc2cc1OCc1ccccc1, CC[Mg+], CC1(C)C(C(=O)Cl)C1(C)C, [Cl-], [Cl-], [Zn+2]. Product: COc1cc2[nH]cc(C(=O)C3C(C)(C)C3(C)C)c2cc1OCc1ccccc1. As a reaction SMILES: [Br-:20].[CH2:1]([c:2]1[cH:3][cH:4][cH:5][cH:6][cH:7]1)[O:8][c:9]1[cH:10][c:11]2[cH:12][cH:13][nH:14][c:15]2[cH:16][c:17]1[O:18][CH3:19].[CH2:21]([Mg+:22])[CH3:23].[CH3:24][C:25]1([CH3:33])[CH:26]([C:30](=[O:31])[Cl:32])[C:27]1([CH3:28])[CH3:29].[Cl-:34].[Cl-:36].[Zn+2:35]>>[CH2:1]([c:2]1[cH:3][cH:4][cH:5][cH:6][cH:7]1)[O:8][c:9]1[cH:10][c:11]2[c:12]([C:30]([CH:26]3[C:25]([CH3:24])([CH3:33])[C:27]3([CH3:28])[CH3:29])=[O:31])[cH:13][nH:14][c:15]2[cH:16][c:17]1[O:18][CH3:19]. Reactants: C, CC(C)(C)OC(=O)CCC1(NC(=O)OCc2ccccc2)CCCC1, Cl, C1COCCO1, [Pd]. Yields the product CC(C)(C)OC(=O)CCC1(N)CCCC1. RXN SMILES: [C:27].[CH2:1]([O:2][C:3](=[O:4])[NH:11][C:12]1([CH2:17][CH2:18][C:19](=[O:20])[O:21][C:22]([CH3:23])([CH3:24])[CH3:25])[CH2:13][CH2:14][CH2:15][CH2:16]1)[c:5]1[cH:6][cH:7][cH:8][cH:9][cH:10]1.[ClH:26].[O:29]1[CH2:30][CH2:31][O:32][CH2:33][CH2:34]1.[Pd:28]>>[NH2:11][C:12]1([CH2:17][CH2:18][C:19](=[O:20])[O:21][C:22]([CH3:23])([CH3:24])[CH3:25])[CH2:13][CH2:14][CH2:15][CH2:16]1. Starting materials: COCc1cccc2cccc(CO)c12, ClCCl. The product is COCc1cccc2cccc(C=O)c12. Reaction SMILES: [CH3:1][O:2][CH2:3][c:4]1[cH:5][cH:6][cH:7][c:8]2[cH:9][cH:10][cH:11][c:12]([CH2:14][OH:15])[c:13]12.[Cl:16][CH2:17][Cl:18]>>[CH3:1][O:2][CH2:3][c:4]1[cH:5][cH:6][cH:7][c:8]2[cH:9][cH:10][cH:11][c:12]([CH:14]=[O:15])[c:13]12. Starting materials: COC1=CC=C2CCC(C2=C1)C(=O)O (6-Methoxy-indane-1-carboxylic acid), Formula 3, C(C(=O)Cl)(=O)Cl (oxalyl chloride). The reagents and catalysts are CN(C)C=O (DMF). Solvent: C(Cl)Cl (methylene chloride). Reaction conditions: time 2 hour. Product: COC1=CC=C2CCC(C2=C1)C(=O)Cl (6-methoxy-indane-1-carboxylic acid chloride). RXN SMILES: [CH3:1][O:2][C:3]1[CH:11]=[C:10]2[C:6]([CH2:7][CH2:8][CH:9]2[C:12]([OH:14])=O)=[CH:5][CH:4]=1.C(Cl)(=O)C([Cl:18])=O>C(Cl)Cl.CN(C=O)C>[CH3:1][O:2][C:3]1[CH:11]=[C:10]2[C:6]([CH2:7][CH2:8][CH:9]2[C:12]([Cl:18])=[O:14])=[CH:5][CH:4]=1. Reported procedure: 6-Methoxy-indane-1-carboxylic acid, 6.0 g (31 mmol), a compound of Formula 3, was dissolved in 50 ml of methylene chloride and reacted at ambient temperature with 4.0 ml (46 mmol) of oxalyl chloride in the presence of one drop of DMF. After 2 hours, the reaction mixture was brought to reflux and maintained for 15 minutes. It was then concentrated under vacuum and stirred for about 30 minutes, yielding 6-methoxy-indane-1-carboxylic acid chloride, which was sufficiently pure to be used for the nex...